From a dataset of the Open Reaction Database (ORD), a public repository of structured organic reaction records. describe an organic reaction: reactants, conditions, products, and yield The reactants are C(#N)\N=C(\N(CCCOC1OCCCC1)C1=CC(=C(C=C1)F)F)/OC1=CC=CC=C1 ((Z)-phenyl N′-cyano-N-(3,4-difluorophenyl)-N-(3-(tetrahydro-2H-pyran-2-yloxy)propyl)carbamimidate), O.NN (hydrazine hydrate), O (water). The solvent is CO (methanol). Product: FC=1C=C(C=CC1F)N(C1=NN=C(N1)N)CCCOC1OCCCC1 (N3-(3,4-Difluorophenyl)-N3-(3-(tetrahydro-2H-pyran-2-yloxy)propyl)-4H-1,2,4-triazole-3,5-diamine), oil. The yield is 74.0%. RXN SMILES: [C:1](/[N:3]=[C:4](\OC1C=CC=CC=1)/[N:5]([C:16]1[CH:21]=[CH:20][C:19]([F:22])=[C:18]([F:23])[CH:17]=1)[CH2:6][CH2:7][CH2:8][O:9][CH:10]1[CH2:15][CH2:14][CH2:13][CH2:12][O:11]1)#[N:2].O.[NH2:32][NH2:33].O>CO>[F:23][C:18]1[CH:17]=[C:16]([N:5]([CH2:6][CH2:7][CH2:8][O:9][CH:10]2[CH2:15][CH2:14][CH2:13][CH2:12][O:11]2)[C:4]2[NH:3][C:1]([NH2:2])=[N:33][N:32]=2)[CH:21]=[CH:20][C:19]=1[F:22] |f:1.2|. Reported procedure: To a solution of (Z)-phenyl N′-cyano-N-(3,4-difluorophenyl)-N-(3-(tetrahydro-2H-pyran-2-yloxy)propyl)carbamimidate (73 mg, 176 μmol) in methanol (0.5 mL) was added hydrazine hydrate 25% in water (35.2 mg, 34.8 μl, 176 μmol). The reaction was stirred at room temperature over night. The solvent was evaporated under reduced pressure and the residue purified by column chromatography on silica gel using methylene chloride/methanol 19:1 (v/v) as eluent. The title compound was obtained as a light yello...